This data is from the Open Reaction Database (ORD), a public repository of structured organic reaction records. The task is: describe an organic reaction: reactants, conditions, products, and yield The reactants are C(C1=CC=CC=C1)(=O)O[C@@H]1[C@H](O[C@H]([C@@H]1OC(C1=CC=CC=C1)=O)COC(C1=CC=CC=C1)=O)N1C(=O)NC(=O)C=C1 (1-(2,3,5-Tri-O-benzoyl-β-L-ribofuranosyl)uracil). The solvent is N.CO (NH3 MeOH). The product is [C@H]1([C@@H](O)[C@@H](O)[C@@H](O1)CO)N1C(=O)NC(=O)C=C1 (1-β-L-Ribofuranosyluracil). Yield: 87.9%. Reaction SMILES: C([O:9][C@H:10]1[C@@H:14]([O:15]C(=O)C2C=CC=CC=2)[C@H:13]([CH2:24][O:25]C(=O)C2C=CC=CC=2)[O:12][C@@H:11]1[N:34]1[CH:41]=[CH:40][C:38](=[O:39])[NH:37][C:35]1=[O:36])(=O)C1C=CC=CC=1>N.CO>[C@H:11]1([N:34]2[CH:41]=[CH:40][C:38](=[O:39])[NH:37][C:35]2=[O:36])[O:12][C@@H:13]([CH2:24][OH:25])[C@H:14]([OH:15])[C@@H:10]1[OH:9] |f:1.2|. Reported procedure: Compound 3 (0.87 g, 1.56 mmol) in NH3 /MeOH (100 ml) was stirred at room temperature overnight. The solvent was evaporated and the residue was dissolved in H2O (50 ml), washed with ether (3×25 ml). and evaporated to give a white solid and it was crystallized from 95% EtOH to give pure compound 4 (0.335 g, 87.2%) as white crystal: m.p. 165°-166° C. The reactants are C(=O)(OC)C1=C(C(=CC=2C(CNCCC21)C2=CC=CC=C2)O)O (6-carbomethoxy-7,8-dihydroxy-1-phenyl-2,3,4,5-tetrahydro-1H-3-benzazepine), C1CO1 (ethylene oxide), Cl (hydrogen chloride). Solvent: CC(=O)C (acetone), C(C)(=O)OCC (ethyl acetate), C(C)O (ethanol). Conditions: time 40 hour. Yields the product Cl.C(=O)(OC)C1=C(C(=CC=2C(CN(CCC21)CCO)C2=CC=CC=C2)O)O (6-carbomethoxy-7,8-dihydroxy-3-(2-hydroxyethyl)-1-phenyl-2,3,4,5-tetrahydro-1H-3-benzazepine hydrochloride). As a reaction SMILES: [C:1]([C:5]1[C:15]2[CH2:14][CH2:13][NH:12][CH2:11][CH:10]([C:16]3[CH:21]=[CH:20][CH:19]=[CH:18][CH:17]=3)[C:9]=2[CH:8]=[C:7]([OH:22])[C:6]=1[OH:23])([O:3][CH3:4])=[O:2].[CH2:24]1[O:26][CH2:25]1.[ClH:27]>CC(C)=O.C(OCC)(=O)C.C(O)C>[ClH:27].[C:1]([C:5]1[C:15]2[CH2:14][CH2:13][N:12]([CH2:24][CH2:25][OH:26])[CH2:11][CH:10]([C:16]3[CH:17]=[CH:18][CH:19]=[CH:20][CH:21]=3)[C:9]=2[CH:8]=[C:7]([OH:22])[C:6]=1[OH:23])([O:3][CH3:4])=[O:2] |f:6.7|. Procedure: A 4.2 g sample of 6-carbomethoxy-7,8-dihydroxy-1-phenyl-2,3,4,5-tetrahydro-1H-3-benzazepine is slurried in 25 ml of acetone and 0.7 g (0.016 mol, 10% excess) of ethylene oxide is added. The mixture is placed in a pressure bottle and stirred at ambient temperature for about 40 hours. The reaction mixture is then heated to 60°-80° for 30 minutes, cooled and filtered. Concentration of the filtrate gives a solid which is taken up in ethyl acetate and reprecipitated with ether. The solid thus obtaine... Starting materials: C(C)(C)(C)OC(=O)NC(NC1=CC=C(C(=O)OC2=CC(=C(C=C2)CC(=O)N[C@@H](CC2=CC(=CC=C2)F)C(=O)OCC2=CC=CC=C2)Cl)C=C1)=NC(=O)OC(C)(C)C (benzyl N-{[4-({4-[N′,N″-bis(tert-butoxycarbonyl)carbamimidamido]benzoyl}oxy)-2-chlorophenyl]acetyl}-3-fluoro-L-phenylalaninate). The reagents and catalysts are Cl (hydrochloric acid), [C].[Pd] (palladium-carbon). Solvent: O1CCCC1 (tetrahydrofuran). Reaction conditions: time 1 hour. Yields the product C(C)(C)(C)OC(=O)NC(NC1=CC=C(C(=O)OC2=CC(=C(C=C2)CC(=O)N[C@@H](CC2=CC(=CC=C2)F)C(=O)O)Cl)C=C1)=NC(=O)OC(C)(C)C (N-{[4-({4-[N′,N″-bis(tert-butoxycarbonyl)carbamimidamido]benzoyl}oxy)-2-chlorophenyl]acetyl}-3-fluoro-L-phenylalanine). Yield: 81.0%. As a reaction SMILES: [C:1]([O:5][C:6]([NH:8][C:9](=[N:50][C:51]([O:53][C:54]([CH3:57])([CH3:56])[CH3:55])=[O:52])[NH:10][C:11]1[CH:49]=[CH:48][C:14]([C:15]([O:17][C:18]2[CH:23]=[CH:22][C:21]([CH2:24][C:25]([NH:27][C@H:28]([C:37]([O:39]CC3C=CC=CC=3)=[O:38])[CH2:29][C:30]3[CH:35]=[CH:34][CH:33]=[C:32]([F:36])[CH:31]=3)=[O:26])=[C:20]([Cl:47])[CH:19]=2)=[O:16])=[CH:13][CH:12]=1)=[O:7])([CH3:4])([CH3:3])[CH3:2]>O1CCCC1.Cl.[C].[Pd]>[C:54]([O:53][C:51]([NH:50][C:9](=[N:8][C:6]([O:5][C:1]([CH3:4])([CH3:3])[CH3:2])=[O:7])[NH:10][C:11]1[CH:12]=[CH:13][C:14]([C:15]([O:17][C:18]2[CH:23]=[CH:22][C:21]([CH2:24][C:25]([NH:27][C@H:28]([C:37]([OH:39])=[O:38])[CH2:29][C:30]3[CH:35]=[CH:34][CH:33]=[C:32]([F:36])[CH:31]=3)=[O:26])=[C:20]([Cl:47])[CH:19]=2)=[O:16])=[CH:48][CH:49]=1)=[O:52])([CH3:56])([CH3:57])[CH3:55] |f:3.4|. Procedure: To a solution of benzyl N-{[4-({4-[N′,N″-bis(tert-butoxycarbonyl)carbamimidamido]benzoyl}oxy)-2-chlorophenyl]acetyl}-3-fluoro-L-phenylalaninate (260 mg) in tetrahydrofuran (4.00 mL) was added one drop of 1 M hydrochloric acid, and 10% palladium-carbon (20.5 mg) was added under an argon atmosphere, followed by stirring at room temperature for 1 hour at normal pressure under a hydrogen atmosphere. The reaction mixture was filtered through Celite, and the filtrate was concentrated under reduced pre... Reactants: [OH-].[Na+] (sodium hydroxide), C(C)OC(=O)C=1C(=NN(C1C1CC1)C1=CC(=CC=C1)C(F)(F)F)C (cyclopropyl-3-methyl-1-(3-trifluoromethyl-phenyl)-1H-pyrazole-4-carboxylic acid ethyl ester), intermediate 11. The product is C1(CC1)C1=C(C(=NN1C1=CC(=CC=C1)C(F)(F)F)C)C(=O)O (5-Cyclopropyl-3-methyl-1-(3-trifluoromethyl-phenyl)-1H-pyrazole-4-carboxylic acid). As a reaction SMILES: [OH-].[Na+].C([O:5][C:6]([C:8]1[C:9]([CH3:26])=[N:10][N:11]([C:16]2[CH:21]=[CH:20][CH:19]=[C:18]([C:22]([F:25])([F:24])[F:23])[CH:17]=2)[C:12]=1[CH:13]1[CH2:15][CH2:14]1)=[O:7])C>>[CH:13]1([C:12]2[N:11]([C:16]3[CH:21]=[CH:20][CH:19]=[C:18]([C:22]([F:23])([F:24])[F:25])[CH:17]=3)[N:10]=[C:9]([CH3:26])[C:8]=2[C:6]([OH:7])=[O:5])[CH2:14][CH2:15]1 |f:0.1|. Procedure details: The title compound was prepared by sodium hydroxide hydrolysis of the minor isomer-cyclopropyl-3-methyl-1-(3-trifluoromethyl-phenyl)-1H-pyrazole-4-carboxylic acid ethyl ester from formation of intermediate 11. MS: 311.1 (MH+). Reactants: FC1=C(C(=O)O)C=CC(=C1)CC[C@@H]1CC[C@H](CC1)CCCCC (2-fluoro-4-(2-(trans-4-pentyl-cyclohexyl)ethyl)benzoic acid), S(=O)(Cl)Cl (thionyl chloride), N1=CC=CC=C1 (pyridine). Run in C1(=CC=CC=C1)C (toluene). The product is FC1=C(C(=O)Cl)C=CC(=C1)CC[C@@H]1CC[C@H](CC1)CCCCC (2-fluoro-4-(2-(trans-4-pentyl-cyclohexyl)ethyl)benzoyl chloride). Reaction SMILES: [F:1][C:2]1[CH:10]=[C:9]([CH2:11][CH2:12][C@H:13]2[CH2:18][CH2:17][C@H:16]([CH2:19][CH2:20][CH2:21][CH2:22][CH3:23])[CH2:15][CH2:14]2)[CH:8]=[CH:7][C:3]=1[C:4](O)=[O:5].S(Cl)([Cl:26])=O.N1C=CC=CC=1>C1(C)C=CC=CC=1>[F:1][C:2]1[CH:10]=[C:9]([CH2:11][CH2:12][C@H:13]2[CH2:18][CH2:17][C@H:16]([CH2:19][CH2:20][CH2:21][CH2:22][CH3:23])[CH2:15][CH2:14]2)[CH:8]=[CH:7][C:3]=1[C:4]([Cl:26])=[O:5]. Procedure: First, 2.1 g (6.4 mmol) of 2-fluoro-4-(2-(trans-4-pentyl-cyclohexyl)ethyl)benzoic acid was mixed with 1.1 g (9.6 mmol) of thionyl chloride, 0.1 ml of pyridine, and 3 ml of toluene, and reacted at 80° C. for 3 hours. Excess amount of thionyl chloride and toluene were distilled off at a reduced pressure to obtain a crude 2-fluoro-4-(2-(trans-4-pentyl-cyclohexyl)ethyl)benzoyl chloride. The reactants are C1CCNC1, CS(=O)(=O)c1nccc(Oc2ccc(NC(=O)c3cc(F)cc(N4CCOCC4)c3)c3ccccc23)n1. The product is O=C(Nc1ccc(Oc2ccnc(N3CCCC3)n2)c2ccccc12)c1cc(F)cc(N2CCOCC2)c1. RXN SMILES: [CH2:38]1[CH2:39][CH2:40][NH:41][CH2:42]1.[F:1][c:2]1[cH:3][c:4]([C:5](=[O:6])[NH:7][c:8]2[cH:9][cH:10][c:11]([O:18][c:19]3[n:20][c:21]([S:25]([CH3:26])(=[O:27])=[O:28])[n:22][cH:23][cH:24]3)[c:12]3[cH:13][cH:14][cH:15][cH:16][c:17]23)[cH:29][c:30]([N:32]2[CH2:33][CH2:34][O:35][CH2:36][CH2:37]2)[cH:31]1>>[F:1][c:2]1[cH:3][c:4]([C:5](=[O:6])[NH:7][c:8]2[cH:9][cH:10][c:11]([O:18][c:19]3[n:20][c:21]([N:41]4[CH2:40][CH2:39][CH2:38][CH2:42]4)[n:22][cH:23][cH:24]3)[c:12]3[cH:13][cH:14][cH:15][cH:16][c:17]23)[cH:29][c:30]([N:32]2[CH2:33][CH2:34][O:35][CH2:36][CH2:37]2)[cH:31]1. Starting materials: ClC1=NC=NC(=C1)C(F)(F)F (4-Chloro-6-trifluoromethylpyrimidine), C(C)(C)[N-]C(C)C.[Li+] (lithium diisopropyl amide), ClC1=NC=C(C(=N1)OC)C=O (2-chloro-4-methoxypyrimidine-5-carboxaldehyde). Run in C1CCOC1 (THF), C1CCOC1 (THF). Conditions: time 10 minute. Yields the product FC(C1=NC=NC(=C1C(O)C=1C(=NC(=NC1)Cl)OC)Cl)(F)F (1-(4-trifluoromethyl-6-chloropyrimidin-5-yl)-1-(2-chloro-4-methoxypyrimidin-5-yl)methanol). The yield is 9.6%. RXN SMILES: [Cl:1][C:2]1[CH:7]=[C:6]([C:8]([F:11])([F:10])[F:9])[N:5]=[CH:4][N:3]=1.C([N-]C(C)C)(C)C.[Li+].[Cl:20][C:21]1[N:26]=[C:25]([O:27][CH3:28])[C:24]([CH:29]=[O:30])=[CH:23][N:22]=1>C1COCC1>[F:10][C:8]([F:9])([F:11])[C:6]1[C:7]([CH:29]([C:24]2[C:25]([O:27][CH3:28])=[N:26][C:21]([Cl:20])=[N:22][CH:23]=2)[OH:30])=[C:2]([Cl:1])[N:3]=[CH:4][N:5]=1 |f:1.2|. Procedure details: 4-Chloro-6-trifluoromethylpyrimidine (1.10 g, 6.02 mmol) in THF (15 ml) was added to a solution of lithium diisopropyl amide (LDA) (prepared from n-BuLi (3.7 ml, 5.9 mmol, 1.6M in hexanes) added to diisopropylamine (820 ul, 591 mg, 5.84 mmol) in THF (30 ml) at -78° C., allowing to warm to room temperature for 30 minutes, and re-cooling to -78° C.) at -78° C. The solution turned brown and was stirred for 10 minutes. Then 2-chloro-4-methoxypyrimidine-5-carboxaldehyde (0.96 g, 5.56 mmol) in THF (25... Starting materials: OS(=O)(=O)O (H2SO4), ClC1=C(C=CC=C1)C(C(=O)N)N1CC2=C(CC1)SC=C2 ((+)-(2-chlorophenyl)-(6,7-dihydro-4H-thieno[3,2-c]pyrid-5-yl)acetamide), C([O-])([O-])=O.[Na+].[Na+] (sodium carbonate). The solvent is CO (methanol). Reaction conditions: temperature -2.5 celsius, time 30 minute. The product is ClC1=C(C=CC=C1)[C@@H](C(=O)OC)N1CC2=C(CC1)SC=C2 ((S)-(+)-Methyl (2-chlorophenyl)-(6,7-dihydro-4H-thieno[3,2-c]pyrid-5-yl)acetate). Reaction SMILES: [Cl:1][C:2]1[CH:7]=[CH:6][CH:5]=[CH:4][C:3]=1[CH:8]([N:12]1[CH2:17][CH2:16][C:15]2[S:18][CH:19]=[CH:20][C:14]=2[CH2:13]1)[C:9](N)=[O:10].OS(O)(=O)=O.[C:26](=O)([O-])[O-:27].[Na+].[Na+]>CO>[Cl:1][C:2]1[CH:7]=[CH:6][CH:5]=[CH:4][C:3]=1[C@H:8]([N:12]1[CH2:17][CH2:16][C:15]2[S:18][CH:19]=[CH:20][C:14]=2[CH2:13]1)[C:9]([O:27][CH3:26])=[O:10] |f:2.3.4|. Procedure: 5 g of (+)-(2-chlorophenyl)-(6,7-dihydro-4H-thieno[3,2-c]pyrid-5-yl)acetamide was dissolved in 35 ml methanol and the solution was chilled to 0 to −5° C. 15 mL (0.28 mole) of conc. H2SO4 (98%) was added slowly in 1 hr maintaining the temperature till −5° C. After the completion of addition the reaction mixture was stirred at room temperature for 30 min. The solution was refluxed at 60° C. for 36 hrs. The reaction mixture was cooled to room temperature and the solvent was distilled off under redu...